The task is: describe an organic reaction: reactants, conditions, products, and yield. This data is from the Open Reaction Database (ORD), a public repository of structured organic reaction records. Reactants: [H-].[Na+] (sodium hydride), [Cl-].[NH4+] (ammonium chloride), ClC1=NC=NC(=C1)OC1CCCCCC1 (4-chloro-6-(cycloheptyloxy)pyrimidine), C(C#CC)O (2-butyn-1-ol). Run in O1CCCC1 (tetrahydrofuran), O1CCCC1 (tetrahydrofuran), O1CCCC1 (tetrahydrofuran). Yields the product C(C#CC)OC1=CC(=NC=N1)OC1CCCCCC1 (6-(2-butynyloxy)-4-(cycloheptyloxy)pyrimidine). Yield: 105.3%. Reaction SMILES: [H-].[Na+].[CH2:3]([OH:7])[C:4]#[C:5][CH3:6].Cl[C:9]1[CH:14]=[C:13]([O:15][CH:16]2[CH2:22][CH2:21][CH2:20][CH2:19][CH2:18][CH2:17]2)[N:12]=[CH:11][N:10]=1.[Cl-].[NH4+]>O1CCCC1>[CH2:3]([O:7][C:9]1[N:10]=[CH:11][N:12]=[C:13]([O:15][CH:16]2[CH2:22][CH2:21][CH2:20][CH2:19][CH2:18][CH2:17]2)[CH:14]=1)[C:4]#[C:5][CH3:6] |f:0.1,4.5|. Reported procedure: In 4 ml of tetrahydrofuran was suspended 0.10 g of sodium hydride (60% in oil), to which 0.6 ml of a tetrahydrofuran solution containing 0.15 g of 2-butyn-1-ol was slowly added dropwise under stirring at room temperature. The mixture was stirred at room temperature for 20 minutes, and 0.6 ml of a tetrahydrofuran solution containing 0.43 g of 4-chloro-6-(cycloheptyloxy)pyrimidine was slowly added dropwise, followed by stirring at room temperature for 3 hours. The reaction mixture was then poured ... Procedure: To a solution of 2.00 g of 4-[2-(dimethylamino)ethoxy]benzylamine in 20 ml of ethyl acetate was added 1.04 g of isatoic anhydride. The mixture was stirred at room temperature for 15 minutes. Hydrochloric acid (10%) was added to the mixture. The aqueous layer was separated, made alkaline with potassium carbonate and extracted with ethyl acetate. The extract was washed with water, dried, and evaporated. Recrystallization of the residue from ethyl acetate gave 1.85 g of colorless pillars, m.p. 104°... Reaction SMILES: [CH3:1][N:2]([CH3:14])[CH2:3][CH2:4][O:5][C:6]1[CH:13]=[CH:12][C:9]([CH2:10][NH2:11])=[CH:8][CH:7]=1.[C:15]12[C:21](=[CH:22][CH:23]=[CH:24][CH:25]=1)[NH:20]C(=O)O[C:16]2=[O:17].Cl>C(OCC)(=O)C>[NH2:20][C:21]1[CH:22]=[CH:23][CH:24]=[CH:25][C:15]=1[C:16]([NH:11][CH2:10][C:9]1[CH:12]=[CH:13][C:6]([O:5][CH2:4][CH2:3][N:2]([CH3:14])[CH3:1])=[CH:7][CH:8]=1)=[O:17]. Starting materials: CN(CCOC1=CC=C(CN)C=C1)C (4-[2-(dimethylamino)ethoxy]benzylamine), C1=2C(=O)OC(NC1=CC=CC2)=O (isatoic anhydride), Cl (Hydrochloric acid). Solvent: C(C)(=O)OCC (ethyl acetate). Product: NC1=C(C(=O)NCC2=CC=C(C=C2)OCCN(C)C)C=CC=C1 (2-Amino-N-[4-[2-(dimethylamino)ethoxy]benzyl]benzamide). Reaction conditions: time 15 minute. Starting materials: O=C1N(CN(C12CCN(CC2)CCCN2C(NC1=C2C=CC=C1)=O)C1=CC=CC=C1)CC1=C(C(=O)OC)C=CC=C1 (methyl 2-((4-oxo-8-(3-(2-oxo-2,3-dihydro-1H-benzo[d]imidazol-1-yl)propyl)-1-phenyl-1,3,8-triazaspiro[4.5]decan-3-yl)methyl)benzoate), O.[OH-].[Li+] (lithium hydroxide monohydrate). The solvent is CO (methanol), O (water). Conditions: time 18 hour. The product is O=C1N(CN(C12CCN(CC2)CCCN2C(NC1=C2C=CC=C1)=O)C1=CC=CC=C1)CC1=C(C(=O)O)C=CC=C1 (2-((4-Oxo-8-(3-(2-oxo-2,3-dihydro-1H-benzo[d]imidazol-1-yl)propyl)-1-phenyl-1,3,8-triazaspiro[4.5]decan-3-yl)methyl)benzoic acid), acetate salt. The yield is 47.0%. Reaction SMILES: [O:1]=[C:2]1[C:6]2([CH2:11][CH2:10][N:9]([CH2:12][CH2:13][CH2:14][N:15]3[C:19]4[CH:20]=[CH:21][CH:22]=[CH:23][C:18]=4[NH:17][C:16]3=[O:24])[CH2:8][CH2:7]2)[N:5]([C:25]2[CH:30]=[CH:29][CH:28]=[CH:27][CH:26]=2)[CH2:4][N:3]1[CH2:31][C:32]1[CH:41]=[CH:40][CH:39]=[CH:38][C:33]=1[C:34]([O:36]C)=[O:35].O.[OH-].[Li+]>CO.O>[O:1]=[C:2]1[C:6]2([CH2:7][CH2:8][N:9]([CH2:12][CH2:13][CH2:14][N:15]3[C:19]4[CH:20]=[CH:21][CH:22]=[CH:23][C:18]=4[NH:17][C:16]3=[O:24])[CH2:10][CH2:11]2)[N:5]([C:25]2[CH:26]=[CH:27][CH:28]=[CH:29][CH:30]=2)[CH2:4][N:3]1[CH2:31][C:32]1[CH:41]=[CH:40][CH:39]=[CH:38][C:33]=1[C:34]([OH:36])=[O:35] |f:1.2.3|. Procedure details: To a solution of methyl 2-((4-oxo-8-(3-(2-oxo-2,3-dihydro-1H-benzo[d]imidazol-1-yl)propyl)-1-phenyl-1,3,8-triazaspiro[4.5]decan-3-yl)methyl)benzoate (0.27 g, 0.49 mmol) in methanol (3 mL) was added lithium hydroxide monohydrate (0.041 g, 0.98 mmol) in water (1 mL). After stirring at room temperature for 18 h, the reaction mixture was concentrated in vacuo and isolated by reverse phase HPLC to obtain the title compound as an acetate salt (0.124 g, 47%); 1H NMR (DMSO-d6): δ 1.68 (d, 2H, J=13.2 Hz)... The reactants are C[Si](CCOCCl)(C)C (2-(Trimethylsilyl)ethoxymethyl chloride), ClCCl (dichloromethane), CCCCCC (hexane), ClCCl (dichloromethane), C(C)(C)N(C(C)C)CC (N,N-diisopropylethylamine), ClCCl (dichloromethane), C(C)(=O)OCC (ethyl acetate). Reaction conditions: temperature 55 celsius. The product is C[Si](C)(C)CCOCOCC=1C=C(CCl)C=CC1 (3-(trimethylsilylethoxymethoxymethyl)benzyl chloride). Yield: 92.0%. RXN SMILES: C(N(CC)C(C)C)(C)C.[CH3:10][Si:11]([CH3:18])([CH3:17])[CH2:12][CH2:13][O:14][CH2:15]Cl.C([O:22][CH2:23][CH3:24])(=O)C.[CH3:25][CH2:26][CH2:27][CH2:28][CH2:29]C.Cl[CH2:32][Cl:33]>>[CH3:10][Si:11]([CH2:12][CH2:13][O:14][CH2:15][O:22][CH2:23][C:24]1[CH:25]=[C:26]([CH:27]=[CH:28][CH:29]=1)[CH2:32][Cl:33])([CH3:18])[CH3:17]. Procedure details: m-Hydroxymethylbenzyl chloride (19.29 g, 123.2 mmole) and N,N-diisopropylethylamine (43 mL, 246 mmole) in dichloromethane (150 mL) were placed in a 500 mL round bottom flask fitted with a reflux condenser and a dropping funnel. 2-(Trimethylsilyl)ethoxymethyl chloride (32.7 mL, 185 mmol) in dichloromethane (50 mL) was added slowly via the dropping funnel. After the addition was complete, the contents were heated at 55° C. for 18 hours, after which TLC using 1:5 ethyl acetate:hexane indicated comp...